From a dataset of the Open Reaction Database (ORD), a public repository of structured organic reaction records. describe an organic reaction: reactants, conditions, products, and yield Product: CCOc1cc(C(C)(C)C)ncc1C1=NC(C)(c2ccc(Cl)cc2)C(C)(c2ccc(Cl)cc2)N1C(=O)N1CCN(CC(=O)Nc2cccnc2OC)CC1. As a reaction SMILES: [C:2]([CH3:3])([CH3:4])([CH3:5])[c:6]1[cH:7][c:8]([O:45][CH2:46][CH3:47])[c:9]([C:12]2=[N:16][C:15]([CH3:17])([c:18]3[cH:19][cH:20][c:21]([Cl:24])[cH:22][cH:23]3)[C:14]([CH3:25])([c:26]3[cH:27][cH:28][c:29]([Cl:32])[cH:30][cH:31]3)[N:13]2[C:33](=[O:34])[N:35]2[CH2:36][CH2:37][N:38]([CH2:41][C:42](=[O:43])[OH:44])[CH2:39][CH2:40]2)[cH:10][n:11]1.[CH3:48][O:49][c:50]1[n:51][cH:52][cH:53][cH:54][c:55]1[NH2:56].[ClH:1]>>[C:2]([CH3:3])([CH3:4])([CH3:5])[c:6]1[cH:7][c:8]([O:45][CH2:46][CH3:47])[c:9]([C:12]2=[N:16][C:15]([CH3:17])([c:18]3[cH:19][cH:20][c:21]([Cl:24])[cH:22][cH:23]3)[C:14]([CH3:25])([c:26]3[cH:27][cH:28][c:29]([Cl:32])[cH:30][cH:31]3)[N:13]2[C:33](=[O:34])[N:35]2[CH2:36][CH2:37][N:38]([CH2:41][C:42](=[O:43])[NH:56][c:55]3[c:50]([O:49][CH3:48])[n:51][cH:52][cH:53][cH:54]3)[CH2:39][CH2:40]2)[cH:10][n:11]1. Starting materials: CCOc1cc(C(C)(C)C)ncc1C1=NC(C)(c2ccc(Cl)cc2)C(C)(c2ccc(Cl)cc2)N1C(=O)N1CCN(CC(=O)O)CC1, COc1ncccc1N, Cl. The reactants are C(C=C)Br (allyl bromide), [H-].[Na+] (NaH), COC(C1=CC(=CC(=C1)C=1OC=CN1)NC(=O)OCC1=CC=CC=C1)=O (3-Benzyloxycarbonylamino-5-oxazol-2-yl-benzoic acid methyl ester). Reagents/catalysts: CCCC[N+](CCCC)(CCCC)CCCC.[I-] (TBAI). The solvent is C1CCOC1 (THF). Reaction conditions: time 30 minute. The product is COC(C1=CC(=CC(=C1)C=1OC=CN1)N(C(=O)OCC1=CC=CC=C1)CC=C)=O (3-(Allyl-benzyloxycarbonyl-amino)-5-oxazol-2-yl-benzoic acid methyl ester). As a reaction SMILES: [CH3:1][O:2][C:3](=[O:26])[C:4]1[CH:9]=[C:8]([C:10]2[O:11][CH:12]=[CH:13][N:14]=2)[CH:7]=[C:6]([NH:15][C:16]([O:18][CH2:19][C:20]2[CH:25]=[CH:24][CH:23]=[CH:22][CH:21]=2)=[O:17])[CH:5]=1.[H-].[Na+].[CH2:29](Br)[CH:30]=[CH2:31]>C1COCC1.CCCC[N+](CCCC)(CCCC)CCCC.[I-]>[CH3:1][O:2][C:3](=[O:26])[C:4]1[CH:9]=[C:8]([C:10]2[O:11][CH:12]=[CH:13][N:14]=2)[CH:7]=[C:6]([N:15]([CH2:31][CH:30]=[CH2:29])[C:16]([O:18][CH2:19][C:20]2[CH:25]=[CH:24][CH:23]=[CH:22][CH:21]=2)=[O:17])[CH:5]=1 |f:1.2,5.6|. Procedure: 3-Benzyloxycarbonylamino-5-oxazol-2-yl-benzoic acid methyl ester (330 mg, 0.927 mmol, I eq) is dissolved in THF (10 ml). NaH (48 mg, 60%,1.21 mmol, 1.3 eq) is added in portions, and the reaction mixture is stirred for 30 min at rt. TBAI (35 mg, 92.7 μmol, 0.1 eq) and allyl bromide (119 μl, 1.39 mmol, 1.5 eq) are added, and the reaction mixture is stirred for 20 h and then quenched with HCl (1N in H2O). The aqueous phase is extracted with EtOAc. The organic layer is washed with brine, dried over ... The reactants are CI, CC(C)=O, CCCCCCCCC(CC(=O)Nc1ccccc1)CC(C)[N+](=O)[O-], [Na+], [OH-]. Product: CCCCCCCCC(CC(=O)N(C)c1ccccc1)CC(C)[N+](=O)[O-]. As a reaction SMILES: [CH3:1][I:2].[CH3:30][C:31](=[O:32])[CH3:33].[N+:3](=[O:4])([O-:5])[CH:6]([CH3:7])[CH2:8][CH:9]([CH2:10][CH2:11][CH2:12][CH2:13][CH2:14][CH2:15][CH2:16][CH3:17])[CH2:18][C:19](=[O:20])[NH:21][c:22]1[cH:23][cH:24][cH:25][cH:26][cH:27]1.[Na+:29].[OH-:28]>>[CH3:1][N:21]([C:19]([CH2:18][CH:9]([CH2:8][CH:6]([N+:3](=[O:4])[O-:5])[CH3:7])[CH2:10][CH2:11][CH2:12][CH2:13][CH2:14][CH2:15][CH2:16][CH3:17])=[O:20])[c:22]1[cH:23][cH:24][cH:25][cH:26][cH:27]1. Reactants: N1(CCCC1)C1=CC=NC=C1 (4-pyrrolidinopyridine), C1(=CC=CC=C1)C (toluene), CC1=CC=NC=C1 (4-methylpyridine), N1CCCC1 (pyrrolidine). Solvent: O (water). Yields the product CC1CCN(CC1)C1=CC=NC=C1 (4-(4-methylpiperidino)pyridine). Reaction SMILES: [N:1]1([C:6]2[CH:11]=[CH:10][N:9]=[CH:8][CH:7]=2)[CH2:5][CH2:4][CH2:3][CH2:2]1.[CH3:12][C:13]1C=CN=CC=1.N1CCCC1.C1(C)C=CC=CC=1>O>[CH3:2][CH:3]1[CH2:13][CH2:12][N:1]([C:6]2[CH:11]=[CH:10][N:9]=[CH:8][CH:7]=2)[CH2:5][CH2:4]1. Procedure details: The exact procedure of Example 5 for the preparation of 4-pyrrolidinopyridine was followed substituting 12.4 g (0.125 mole) of 4-methylpyridine in 18.6 ml of water for the aqueous pyrrolidine solution. After concentration of the toluene extracts, a quantitative yield of the title compound product was obtained as a reasonably pure oil. The reactants are C(C)(C)(C)OC(NC1(COC(OC1)(C)C)CCC1=CC(=CC=C1)CCC1=CC(=C(C(=C1)OC)OC)OC)=O (tert-Butyl-2,2-dimethyl-5-(3-(3,4,5-trimethoxyphenethyl)phenethyl)-1,3-dioxan-5-ylcarbamate), C(C)(C)(C)OC(NC1(COC(OC1)(C)C)CCC1=CC=C(C=C1)S(=O)(=O)N1C=C(C2=CC=C(C=C12)OC)C(C1=CC(=C(C(=C1)OC)OC)OC)=O)=O (tert-butyl-5-(4-(6-methoxy-3-(3,4,5-trimethoxybenzoyl)-1H-indol-1-ylsulfonyl)-phenethyl)-2,2-dimethyl-1,3-dioxan-5-ylcarbamate). Product: NC(CO)(CO)CCC1=CC(=CC=C1)CCC1=CC(=C(C(=C1)OC)OC)OC (2-Amino-2-(3-(3,4,5-trimethoxyphenethyl)phenethyl)propane-1,3-diol). Isolated yield 74.0%. As a reaction SMILES: C(OC(=O)[NH:7][C:8]1([CH2:16][CH2:17][C:18]2[CH:23]=[CH:22][CH:21]=[C:20]([CH2:24][CH2:25][C:26]3[CH:31]=[C:30]([O:32][CH3:33])[C:29]([O:34][CH3:35])=[C:28]([O:36][CH3:37])[CH:27]=3)[CH:19]=2)[CH2:13][O:12]C(C)(C)[O:10][CH2:9]1)(C)(C)C.C(OC(=O)NC1(CCC2C=CC(S(N3C4C(=CC=C(OC)C=4)C(C(=O)C4C=C(OC)C(OC)=C(OC)C=4)=C3)(=O)=O)=CC=2)COC(C)(C)OC1)(C)(C)C>>[NH2:7][C:8]([CH2:16][CH2:17][C:18]1[CH:23]=[CH:22][CH:21]=[C:20]([CH2:24][CH2:25][C:26]2[CH:27]=[C:28]([O:36][CH3:37])[C:29]([O:34][CH3:35])=[C:30]([O:32][CH3:33])[CH:31]=2)[CH:19]=1)([CH2:13][OH:12])[CH2:9][OH:10]. Procedure details: When the product of Step C was substituted for tert-butyl-5-(4-(6-methoxy-3-(3,4,5-trimethoxybenzoyl)-1H-indol-1-ylsulfonyl)-phenethyl)-2,2-dimethyl-1,3-dioxan-5-ylcarbamate in Example 13, Step F, the similar process afforded the title compound in 74% yield, as colourless solid. 1H-NMR (CDCl3) 1.7-1.8 (m, 2H); 2.51-2.52 (m, 2H); 2.77 (s, 4H); 3.31-3.42 (m, 13H); 6.26 (s, 2H); 6.81 (s, 1H); 6.95-6.97 (m, 2H); 7.13 (tr, 1H, J=7.44 Hz). Reactants: O=C([O-])O, CCCC[N+](CCCC)(CCCC)CCCC, [Na+], C1CCOC1, O, O=C(O)c1cccnc1, O=S(=O)(Cl)OCCl, O=S(=O)([O-])O. Product: O=C(OCCl)c1cccnc1. As a reaction SMILES: [C:10](=[O:11])([OH:12])[O-:13].[CH2:33]([N+:34]([CH2:35][CH2:36][CH2:37][CH3:38])([CH2:39][CH2:40][CH2:41][CH3:42])[CH2:43][CH2:44][CH2:45][CH3:46])[CH2:47][CH2:48][CH3:49].[Na+:14].[O:23]1[CH2:24][CH2:25][CH2:26][CH2:27]1.[OH2:22].[OH:1][C:2](=[O:3])[c:4]1[cH:5][cH:6][cH:7][n:8][cH:9]1.[S:15]([Cl:16])([O:17][CH2:19][Cl:20])(=[O:18])=[O:21].[S:28]([O-:29])([OH:30])(=[O:31])=[O:32]>>[O:1]([C:2](=[O:3])[c:4]1[cH:5][cH:6][cH:7][n:8][cH:9]1)[CH2:19][Cl:20]. Reactants: P(O)(O)(O)=O (phosphoric acid), [O-2].[O-2].[O-2].[O-2].[O-2].[V+5].[V+5] (vanadium pentoxide). Reaction conditions: time 3 day. The product is P(=O)([O-])([O-])[O-].[V+5].P(=O)([O-])([O-])[O-].P(=O)([O-])([O-])[O-].P(=O)([O-])([O-])[O-].P(=O)([O-])([O-])[O-].[V+5].[V+5] (Vanadium Phosphate). RXN SMILES: [P:1](=[O:5])([OH:4])([OH:3])[OH:2].[O-2].[O-2].[O-2].[O-2].[O-2].[V+5:11].[V+5]>>[P:1]([O-:5])([O-:4])([O-:3])=[O:2].[V+5:11].[P:1]([O-:5])([O-:4])([O-:3])=[O:2].[P:1]([O-:5])([O-:4])([O-:3])=[O:2].[P:1]([O-:5])([O-:4])([O-:3])=[O:2].[P:1]([O-:5])([O-:4])([O-:3])=[O:2].[V+5:11].[V+5:11] |f:1.2.3.4.5.6.7,8.9.10.11.12.13.14.15|. Procedure: 32 g of 85% phosphoric acid was thoroughly mixed with 10 g of vanadium pentoxide. The mixture was left to stand for 3 days. The mixture was then washed with methyl alcohol to remove unreacted phosphoric acid. The product was dried and calcined in air at 500° C. for 3 hours.